From a dataset of the Open Reaction Database (ORD), a public repository of structured organic reaction records. describe an organic reaction: reactants, conditions, products, and yield The reactants are OC(CC=1C=CC(=C(C1)O)OC)(C)C (5-(2-hydroxy-2-methylpropyl)-2-methoxyphenol), C([O-])([O-])=O.[Na+].[Na+] (sodium Carbonate), [C-]#N.[K+] (potassium cyanide), C#N (HCN), S(O)(O)(=O)=O (sulfuric acid). Solvent: C(C)(=O)O (acetic acid), C(C)(=O)O (acetic acid), C(C)(=O)O (acetic acid). Yields the product COC1=C(C=C2CC(N=CC2=C1)(C)C)O (3,4-Dihydro-7-methoxy-3,3-dimethylisoquinolin-6-ol). The yield is 27.4%. Reaction SMILES: [C-:1]#[N:2].[K+].C#N.S(=O)(=O)(O)O.O[C:12]([CH3:24])([CH3:23])[CH2:13][C:14]1[CH:15]=[CH:16][C:17]([O:21][CH3:22])=[C:18]([OH:20])[CH:19]=1.C(=O)([O-])[O-].[Na+].[Na+]>C(O)(=O)C>[CH3:22][O:21][C:17]1[CH:16]=[C:15]2[C:14]([CH2:13][C:12]([CH3:24])([CH3:23])[N:2]=[CH:1]2)=[CH:19][C:18]=1[OH:20] |f:0.1,5.6.7|. Procedure details: To a flask (ice cooled) containing acetic acid (7.2 ml) was added potassium cyanide (1.29 mg, 36.7 mmol) in small portions (CARE: HCN may be evolved). To this was added a mixture of acetic acid (3.6 ml) and sulfuric acid (7.3 g) slowly with stirring. The ice bath was removed and a solution of 5-(2-hydroxy-2-methylpropyl)-2-methoxyphenol (6.0 mg, 30.6 mmol) in acetic acid (4 ml) was added dropwise by syringe over 15 min. The reaction mixture was stirred at rt for 24 h. The reaction mixture was po... The reactants are Cl (HCl), N (ammonia), C(C)#N (acetonitrile), O1CCN(CC1)CCCOC=1C(=CC(=C(C(=O)OC)C1)N)OC (methyl 5-(3-morpholinopropoxy)-2-amino-4-methoxy-benzoate), O (water). Product: O1CCN(CC1)CCCOC=1C=C2C(NC(=NC2=CC1OC)C)=O (6-(3-Morpholinopropoxy)-7-methoxy-2-methylquinazolin-4(3H)-one). The yield is 98.0%. As a reaction SMILES: Cl.[O:2]1[CH2:7][CH2:6][N:5]([CH2:8][CH2:9][CH2:10][O:11][C:12]2[C:13]([O:23][CH3:24])=[CH:14][C:15]([NH2:22])=[C:16]([CH:21]=2)[C:17]([O:19]C)=O)[CH2:4][CH2:3]1.O.N.[C:27](#[N:29])[CH3:28]>>[O:2]1[CH2:3][CH2:4][N:5]([CH2:8][CH2:9][CH2:10][O:11][C:12]2[CH:21]=[C:16]3[C:15](=[CH:14][C:13]=2[O:23][CH3:24])[N:22]=[C:27]([CH3:28])[NH:29][C:17]3=[O:19])[CH2:6][CH2:7]1. Reported procedure: Dry HCl gas was passed (until the clear solution observed) to a solution of methyl 5-(3-morpholinopropoxy)-2-amino-4-methoxy-benzoate (1.0 g, 3.0 mmol) in acetonitrile (16 mL) for 30 min at rt. The reaction mixture was refluxed for 3 h and attained to rt. The solution was poured into ice cooled water and basified with ammonia solution. The solution was extracted with EtOAc (3×100 mL) and the combined EtOAc layer was washed water, brine and dried over sodium sulfate. The solution was filtered and... Reactants: ClCC1N(CCN(C1)CC1=CC=CC=C1)CC1=CC=CC=C1 (2-chloromethyl-1,4-diphenylmethyl piperazine), C1(C=2C(C(N1)=O)=CC=CC2)=O.[K] (potassium phtalimide), C(C)(=O)OCC (ethyl acetate). Run in C(C)(C)OC(C)C (isopropyl ether), CN(C=O)C (dimethyl formamide). Conditions: temperature 110 celsius, time 2 hour. Product: C1(C=2C(C(N1CC1N(CCN(C1)CC1=CC=CC=C1)CC1=CC=CC=C1)=O)=CC=CC2)=O (2-PHTALIMIDOMETHYL-1,4-DI-PHENYLMETHYL PIPERAZINE). Isolated yield 32.9%. As a reaction SMILES: Cl[CH2:2][CH:3]1[CH2:8][N:7]([CH2:9][C:10]2[CH:15]=[CH:14][CH:13]=[CH:12][CH:11]=2)[CH2:6][CH2:5][N:4]1[CH2:16][C:17]1[CH:22]=[CH:21][CH:20]=[CH:19][CH:18]=1.[C:23]1(=[O:33])[NH:27][C:26](=[O:28])[C:25]2=[CH:29][CH:30]=[CH:31][CH:32]=[C:24]12.[K].C(OCC)(=O)C>CN(C)C=O.C(OC(C)C)(C)C>[C:23]1(=[O:33])[N:27]([CH2:2][CH:3]2[CH2:8][N:7]([CH2:9][C:10]3[CH:15]=[CH:14][CH:13]=[CH:12][CH:11]=3)[CH2:6][CH2:5][N:4]2[CH2:16][C:17]2[CH:22]=[CH:21][CH:20]=[CH:19][CH:18]=2)[C:26](=[O:28])[C:25]2=[CH:29][CH:30]=[CH:31][CH:32]=[C:24]12 |f:1.2,^1:33|. Procedure: A suspension of 15 g (47.6 mmol) of 2-chloromethyl-1,4-diphenylmethyl piperazine and 8.81 g (47.6 mmol) of potassium phtalimide in 7 ml anhydrous dimethyl formamide was stirred 2 hours at 110° C. After cooling the reaction mixture was taken up with 100 ml ethyl acetate. The mineral salts were filtered off. The solvent was removed, the residue was dissolved in 150 ml ethyl acetate, washed three times with water, dried over magnesium sulfate to give a srystalline product which was resrystallized i... Reactants: FC1=C(C=CC=C1)NC(NC1=CC=C(C=C1)C=1C=C2CN(C(C2=CC1)=O)[C@H](C(=O)O)C(C)C)=S ((S)-2-(5-(4-(3-(2-Fluorophenyl)thioureido)phenyl)-1-oxoisoindolin-2-yl)-3-methylbutanoic acid), FC=1C=C(C=CC1)NC(NC1=CC=C(C=C1)C=1C=C2CN(C(C2=CC1)=O)[C@H](C(=O)OC)C(C)C)=S ((S)-Methyl 2-(5-(4-(3-(3-fluorophenyl)thioureido)phenyl)-1-oxoisoindolin-2-yl)-3-methylbutanoate). The product is FC=1C=C(C=CC1)NC(NC1=CC=C(C=C1)C=1C=C2CN(C(C2=CC1)=O)[C@H](C(=O)O)C(C)C)=S ((S)-2-(5-(4-(3-(3-Fluorophenyl)thioureido)phenyl)-1-oxoisoindolin-2-yl)-3-methyl butanoic acid). The yield is 82.0%. As a reaction SMILES: FC1C=CC=CC=1NC(=S)NC1C=CC(C2C=C3C(=CC=2)C(=O)N([C@@H](C(C)C)C(O)=O)C3)=CC=1.[F:35][C:36]1[CH:37]=[C:38]([NH:42][C:43](=[S:69])[NH:44][C:45]2[CH:50]=[CH:49][C:48]([C:51]3[CH:52]=[C:53]4[C:57](=[CH:58][CH:59]=3)[C:56](=[O:60])[N:55]([C@@H:61]([CH:66]([CH3:68])[CH3:67])[C:62]([O:64]C)=[O:63])[CH2:54]4)=[CH:47][CH:46]=2)[CH:39]=[CH:40][CH:41]=1>>[F:35][C:36]1[CH:37]=[C:38]([NH:42][C:43](=[S:69])[NH:44][C:45]2[CH:46]=[CH:47][C:48]([C:51]3[CH:52]=[C:53]4[C:57](=[CH:58][CH:59]=3)[C:56](=[O:60])[N:55]([C@@H:61]([CH:66]([CH3:67])[CH3:68])[C:62]([OH:64])=[O:63])[CH2:54]4)=[CH:49][CH:50]=2)[CH:39]=[CH:40][CH:41]=1. Procedure details: The compound of example 259 was prepared analogous to compound of example 257 by hydrolysis of compound of example 258. Starting materials: [OH-].[Na+] (sodium hydroxide), C(C1=CC=CC=C1)OC1=C(C=CC(=C1)/C=C/C(=O)OC)C1=CC(=CC=C1)N(C(=O)NCCCCCCC)C (methyl (E)-3-[2-benzyloxy-3′-(3-heptyl-1-methylureido)biphenyl-4-yl]acrylate). Solvent: O1CCCC1.CO (tetrahydrofuran methanol). Product: C(C1=CC=CC=C1)OC1=C(C=CC(=C1)/C=C/C(=O)O)C1=CC(=CC=C1)N(C(=O)NCCCCCCC)C ((E)-3-[2-benzyloxy-3′-(3-heptyl-1-methylureido)biphenyl-4-yl]acrylic acid). Isolated yield 64.0%. RXN SMILES: [OH-].[Na+].[CH2:3]([O:10][C:11]1[CH:16]=[C:15](/[CH:17]=[CH:18]/[C:19]([O:21]C)=[O:20])[CH:14]=[CH:13][C:12]=1[C:23]1[CH:28]=[CH:27][CH:26]=[C:25]([N:29]([CH3:40])[C:30]([NH:32][CH2:33][CH2:34][CH2:35][CH2:36][CH2:37][CH2:38][CH3:39])=[O:31])[CH:24]=1)[C:4]1[CH:9]=[CH:8][CH:7]=[CH:6][CH:5]=1>O1CCCC1.CO>[CH2:3]([O:10][C:11]1[CH:16]=[C:15](/[CH:17]=[CH:18]/[C:19]([OH:21])=[O:20])[CH:14]=[CH:13][C:12]=1[C:23]1[CH:28]=[CH:27][CH:26]=[C:25]([N:29]([CH3:40])[C:30]([NH:32][CH2:33][CH2:34][CH2:35][CH2:36][CH2:37][CH2:38][CH3:39])=[O:31])[CH:24]=1)[C:4]1[CH:9]=[CH:8][CH:7]=[CH:6][CH:5]=1 |f:0.1,3.4|. Reported procedure: In a manner similar to that of Example (19g), by reaction of 200 mg (5.0 mmol, 12.8 eq) of sodium hydroxide and 200 mg (0.39 mmol, 1 eq) of methyl (E)-3-[2-benzyloxy-3′-(3-heptyl-1-methylureido)biphenyl-4-yl]acrylate in 6 ml of a tetrahydrofuran/methanol mixture (8/2), and after crystallization from pentane, 125 mg of (E)-3-[2-benzyloxy-3′-(3-heptyl-1-methylureido)biphenyl-4-yl]acrylic acid are obtained in the form of a white powder (m.p.=115-116° C.). Yield=64% The reactants are CO, O=C[O-], O=C(Cc1ccc([N+](=O)[O-])cc1)N1CCCC1, [NH4+]. Product: Nc1ccc(CC(=O)N2CCCC2)cc1. Reaction SMILES: [CH3:22][OH:23].[CH:18]([O-:19])=[O:20].[N+:1]([O-:2])(=[O:3])[c:4]1[cH:5][cH:6][c:7]([CH2:10][C:11](=[O:12])[N:13]2[CH2:14][CH2:15][CH2:16][CH2:17]2)[cH:8][cH:9]1.[NH4+:21]>>[NH2:1][c:4]1[cH:5][cH:6][c:7]([CH2:10][C:11](=[O:12])[N:13]2[CH2:14][CH2:15][CH2:16][CH2:17]2)[cH:8][cH:9]1.